This data is from the Open Reaction Database (ORD), a public repository of structured organic reaction records. The task is: describe an organic reaction: reactants, conditions, products, and yield Reactants: [N+](=O)([O-])C1=CC=C(OC(C(=O)OCCOCCOC(C(C)OC2=CC=C(C=C2)[N+](=O)[O-])=O)C)C=C1 ((4-Nitrophenoxy)-propionic acid 2-{2-[2-(4-nitrophenoxy)-propionyloxy]-ethoxy}-ethyl ester). The reagents and catalysts are [Ni] (Raney Nickel). The solvent is C(C)(=O)OCC (ethyl acetate). Conditions: time 4 hour. The product is NC1=CC=C(OC(C(=O)OCCOCCOC(C(C)OC2=CC=C(C=C2)N)=O)C)C=C1 ((4-aminophenoxy)-propionic acid 2-{2-[2-(4-aminophenoxy)-propionyloxy]-ethoxy}-ethyl ester). Isolated yield 96.4%. Reaction SMILES: [N+:1]([C:4]1[CH:35]=[CH:34][C:7]([O:8][CH:9]([CH3:33])[C:10]([O:12][CH2:13][CH2:14][O:15][CH2:16][CH2:17][O:18][C:19](=[O:32])[CH:20]([O:22][C:23]2[CH:28]=[CH:27][C:26]([N+:29]([O-])=O)=[CH:25][CH:24]=2)[CH3:21])=[O:11])=[CH:6][CH:5]=1)([O-])=O>C(OCC)(=O)C.[Ni]>[NH2:29][C:26]1[CH:25]=[CH:24][C:23]([O:22][CH:20]([CH3:21])[C:19]([O:18][CH2:17][CH2:16][O:15][CH2:14][CH2:13][O:12][C:10](=[O:11])[CH:9]([O:8][C:7]2[CH:6]=[CH:5][C:4]([NH2:1])=[CH:35][CH:34]=2)[CH3:33])=[O:32])=[CH:28][CH:27]=1. Procedure details: (4-Nitrophenoxy)-propionic acid 2-{2-[2-(4-nitrophenoxy)-propionyloxy]-ethoxy}-ethyl ester (300 g) was dissolved in ethyl acetate (1.5 L) in a pressure vessel. Raney Nickel catalyst (290 g) was added and the mixture was stirred under an atmosphere of hydrogen (10 Kg) for 4 hour. The catalyst was removed by filtration and the solvent was distilled off under reduced pressure to obtain pure (4-aminophenoxy)-propionic acid 2-{2-[2-(4-aminophenoxy)-propionyloxy]-ethoxy}-ethyl ester (254 g) as a light... Yields the product C(CCC)C1=NC2=C(N1CC1=CC=C(C=C1)C=1C(=CC=CC1)C(=O)O)C=C(C=C2)NC(=O)NC2=CC=CC=C2 (4'-[(2-n-Butyl-6-phenylaminocarbonylamino-benzimidazol-1-yl)-methyl]biphenyl-2-carboxylic acid). Reaction SMILES: [CH2:1]([C:5]1[N:9]([CH2:10][C:11]2[CH:16]=[CH:15][C:14]([C:17]3[C:18]([C:23]([O:25]C(C)(C)C)=[O:24])=[CH:19][CH:20]=[CH:21][CH:22]=3)=[CH:13][CH:12]=2)[C:8]2[CH:30]=[C:31]([NH:34][C:35]([NH:37][C:38]3[CH:43]=[CH:42][CH:41]=[CH:40][CH:39]=3)=[O:36])[CH:32]=[CH:33][C:7]=2[N:6]=1)[CH2:2][CH2:3][CH3:4].FC(F)(F)C(O)=O>>[CH2:1]([C:5]1[N:9]([CH2:10][C:11]2[CH:12]=[CH:13][C:14]([C:17]3[C:18]([C:23]([OH:25])=[O:24])=[CH:19][CH:20]=[CH:21][CH:22]=3)=[CH:15][CH:16]=2)[C:8]2[CH:30]=[C:31]([NH:34][C:35]([NH:37][C:38]3[CH:43]=[CH:42][CH:41]=[CH:40][CH:39]=3)=[O:36])[CH:32]=[CH:33][C:7]=2[N:6]=1)[CH2:2][CH2:3][CH3:4]. Procedure: Prepared in analogous manner to Example 9 from tert.butyl 4'-[(2-n-butyl-6-phenylaminocarbonylamino-benzimidazol-1-yl)-methyl]biphenyl-2-carboxylate and trifluoroacetic acid. Reactants: C(CCC)C1=NC2=C(N1CC1=CC=C(C=C1)C=1C(=CC=CC1)C(=O)OC(C)(C)C)C=C(C=C2)NC(=O)NC2=CC=CC=C2 (tert.butyl 4'-[(2-n-butyl-6-phenylaminocarbonylamino-benzimidazol-1-yl)-methyl]biphenyl-2-carboxylate), FC(C(=O)O)(F)F (trifluoroacetic acid). Starting materials: solution, C(CCC)[Li] (n-butyllithium), FC1=CC(=CC=C1)F (1,3-difluorobenzene), BrC=1C=C2C=CC=NC2=CC1 (6-bromoquinoline), tetrakistriphenylphosphine palladium. The reagents and catalysts are [Cl-].[Zn+2].[Cl-] (zinc chloride). Run in hexanes, O1CCCC1 (tetrahydrofuran), O1CCCC1 (tetrahydrofuran). Run at time 10 minute. Yields the product FC1=C(C(=CC=C1)F)C=1C=C2C=CC=NC2=CC1 (6-(2,6-Difluorophenyl)-quinoline). The yield is 87.5%. Reaction SMILES: C([Li])CCC.[F:6][C:7]1[CH:12]=[CH:11][CH:10]=[C:9]([F:13])[CH:8]=1.Br[C:15]1[CH:16]=[C:17]2[C:22](=[CH:23][CH:24]=1)[N:21]=[CH:20][CH:19]=[CH:18]2>O1CCCC1.[Cl-].[Zn+2].[Cl-]>[F:6][C:7]1[CH:12]=[CH:11][CH:10]=[C:9]([F:13])[C:8]=1[C:15]1[CH:16]=[C:17]2[C:22](=[CH:23][CH:24]=1)[N:21]=[CH:20][CH:19]=[CH:18]2 |f:4.5.6|. Reported procedure: A 1.55 M solution of n-butyllithium (40 ml) in hexanes was added dropwise to a stirred solution of 1,3-difluorobenzene (5.7 g) in 150 ml of dry tetrahydrofuran at -78° C. After one hour at -78° C. a solution of anhydrous zinc chloride (10.22 g) in 40 ml of tetrahydrofuran was added. After a further 10 minutes at -78° C., 9.36 g (45 mmoles) 6-bromoquinoline was added neat followed by tetrakistriphenylphosphine palladium (2.5 g, 2.16 mmoles). The solution was then allowed to warm slowly to room te... Starting materials: ( 50 ), ( 50 ), ( 100 ), CC12CCC(C=C2C[C@@H](CC1)C(C)(C)O)=O ((6R/S,9R)-6methyl-9-(1-hydroxyisopropyl)-bicyclo[4.4.0]-dec-1-ene-3-one), ( 31 ), C(Cl)(Cl)Cl (chloroform). The product is CC1=C[C@@]23[C@@](CC1)(CC[C@@H](C(O2)(C)C)C3)C ((1S,6R,9R)3,6,10,10-Tetramethyl-11-oxatricyclo[7.2.1.01,6]dodec-2-ene). RXN SMILES: [CH3:1][C:2]12[CH2:11][CH2:10][C@@H:9]([C:12]([OH:15])([CH3:14])[CH3:13])[CH2:8][C:7]1=[CH:6][C:5](=O)[CH2:4][CH2:3]2.[CH:17](Cl)(Cl)Cl>>[CH3:17][C:5]1[CH2:4][CH2:3][C@@:2]2([CH3:1])[CH2:11][CH2:10][C@@H:9]3[CH2:8][C@:7]2([O:15][C:12]3([CH3:14])[CH3:13])[CH:6]=1. Reported procedure: White solid,: mp 38-39° C., [α]D1045.8° (c=0.47, chloroform). MS: 220 (M+, 15), 205 (50), 187 (14), 162 (31), 147 (50), 31 (100); 1H NMR (CDCl3, δ): 0.90 (s, 3 H, 6-CH3), 1.21 (s, 3 H, 10-CH3), 1.33 (s, 3 H, 10-CH3), 1.37 (s, 3 H, 3-CH3), 5.16 (s, 1 H, 2-H).